From a dataset of the Open Reaction Database (ORD), a public repository of structured organic reaction records. describe an organic reaction: reactants, conditions, products, and yield Reactants: FC([C@@H]1CC[C@H](CC1)C(=O)N1[C@@H](CCC1)CO)(F)F ([(2S)-1-{[trans-4-(trifluoromethyl)cyclohexyl]carbonyl}pyrrolidin-2-yl]methanol), OC=1C(=NC=CC1)C(=O)OCC (ethyl 3-hydroxypicolinate), ClC=1C=C(C=NC1)O (5-chloropyridin-3-ol). Yields the product FC([C@@H]1CC[C@H](CC1)C(=O)N1[C@@H](CCC1)COC=1C(=NC=CC1)C(=O)OCC)(F)F (ethyl 3-(((S)-1-(trans-4-(trifluoromethyl)cyclohexanecarbonyl)pyrrolidin-2-yl)methoxy)picolinate). RXN SMILES: [F:1][C:2]([F:19])([F:18])[C@H:3]1[CH2:8][CH2:7][C@H:6]([C:9]([N:11]2[CH2:15][CH2:14][CH2:13][C@H:12]2[CH2:16][OH:17])=[O:10])[CH2:5][CH2:4]1.O[C:21]1[C:22]([C:27]([O:29][CH2:30][CH3:31])=[O:28])=[N:23][CH:24]=[CH:25][CH:26]=1.ClC1C=C(O)C=NC=1>>[F:19][C:2]([F:1])([F:18])[C@H:3]1[CH2:4][CH2:5][C@H:6]([C:9]([N:11]2[CH2:15][CH2:14][CH2:13][C@H:12]2[CH2:16][O:17][C:21]2[C:22]([C:27]([O:29][CH2:30][CH3:31])=[O:28])=[N:23][CH:24]=[CH:25][CH:26]=2)=[O:10])[CH2:7][CH2:8]1. Procedure: The title compound was prepared according to the procedure described in Step 1 of EXAMPLE 29 using [(2S)-1-{[trans-4-(trifluoromethyl)cyclohexyl]carbonyl}pyrrolidin-2-yl]methanol (EXAMPLE 60 Step 1) and ethyl 3-hydroxypicolinate instead of (R)-tert-butyl 2-(hydroxymethyl)pyrrolidine-1-carboxylate and 5-chloropyridin-3-ol. The reactants are ClC1=C(C=CC=C1[N+](=O)[O-])[N+](=O)[O-] (1-chloro-2,6-dinitrobenzene), NC1=C(CO)C=CC=C1 (2-aminobenzyl alcohol). Run in C(C)N(CC)CC (triethylamine). Product: [N+](=O)([O-])C1=C(C(=CC=C1)[N+](=O)[O-])NC1=C(CO)C=CC=C1 (2-((2,6-dinitrophenyl)amino) benzyl alcohol). Isolated yield 54.3%. As a reaction SMILES: Cl[C:2]1[C:7]([N+:8]([O-:10])=[O:9])=[CH:6][CH:5]=[CH:4][C:3]=1[N+:11]([O-:13])=[O:12].[NH2:14][C:15]1[CH:22]=[CH:21][CH:20]=[CH:19][C:16]=1[CH2:17][OH:18]>C(N(CC)CC)C>[N+:11]([C:3]1[CH:4]=[CH:5][CH:6]=[C:7]([N+:8]([O-:10])=[O:9])[C:2]=1[NH:14][C:15]1[CH:22]=[CH:21][CH:20]=[CH:19][C:16]=1[CH2:17][OH:18])([O-:13])=[O:12]. Procedure details: 2.85 g (14 mmol) of 1-chloro-2,6-dinitrobenzene and 1.73 g (14 mmol) of 2-aminobenzyl alcohol were dissolved in 30 ml of triethylamine and heated under reflux for 24 hours. After concentrating, the residue was purified by silica gel column chromatography. Thus 2.2 g of 2-((2,6-dinitrophenyl)amino) benzyl alcohol was obtained. 0.29 g (1 mmol) of this powder was dissolved in 20 ml of dry dimethylformamide. After adding 40 mg (1 mmol) of sodium hydride (in oil, content: 60%), the reaction mixture w... Reactants: NC1=C(C=CC(=C1)Cl)O (2-amino-4-chlorophenol), NC=1C=C(C(=O)O)C=CC1 (3-aminobenzoic acid). Yields the product NC=1C=C(C=CC1)C=1OC2=C(N1)C=C(C=C2)Cl (2-(3-Aminophenyl)-5-chlorobenzoxazole). RXN SMILES: [NH2:1][C:2]1[CH:7]=[C:6]([Cl:8])[CH:5]=[CH:4][C:3]=1[OH:9].[NH2:10][C:11]1[CH:12]=[C:13]([CH:17]=[CH:18][CH:19]=1)[C:14](O)=O>>[NH2:10][C:11]1[CH:12]=[C:13]([C:14]2[O:9][C:3]3[CH:4]=[CH:5][C:6]([Cl:8])=[CH:7][C:2]=3[N:1]=2)[CH:17]=[CH:18][CH:19]=1. Procedure: Prepared by the method of Example 1a), from 2-amino-4-chlorophenol (522 mg, 3.6 mmol) and 3-aminobenzoic acid (500 mg, 3.6 mmol) the subtitle compound was obtained, 114 mg (13%). 1H NMR (CDCl3) δ 7.81(bs, 1H), 7.69–7.60(m, 3H), 7.49(t, J=7.1 Hz), 7.41–7.27(m, 2H), 6.96(dd, J=2.6, 7.9 Hz, 1H). MS 245, 247 m/z (M+H)+. Reactants: ClCCl, CC(C)(C)NS(=O)(=O)c1ccc(N)cc1, O=C1CCC(=O)N1Br. Yields the product CC(C)(C)NS(=O)(=O)c1ccc(N)c(Br)c1. Reaction SMILES: [Cl:24][CH2:25][Cl:26].[NH2:1][c:2]1[cH:3][cH:4][c:5]([S:8](=[O:9])(=[O:10])[NH:11][C:12]([CH3:13])([CH3:14])[CH3:15])[cH:6][cH:7]1.[O:16]=[C:17]1[N:18]([Br:23])[C:19](=[O:20])[CH2:21][CH2:22]1>>[NH2:1][c:2]1[c:3]([Br:23])[cH:4][c:5]([S:8](=[O:9])(=[O:10])[NH:11][C:12]([CH3:13])([CH3:14])[CH3:15])[cH:6][cH:7]1. The product is FC(C1=CC(=CC=C1)C1=CC=NC=2N1N=CC2C=O)(F)F (7-(α,α,α-Trifluoro-m-tolyl)pyrazolo[1,5-a]pyrimidine-3-carboxaldehyde). Reported procedure: Seventy-five milliliters of dried dimethylformamide is cooled in an ice bath and 25 ml. of phosphorus oxychloride is added dropwise with swirling. To this ice cold mixture is added 19.5 g. of 7-(α,α,α-trifluoro-m-tolyl)pyrazolo[1,5-a]pyrimidine in one portion and the reaction mixture is then heated on a steam bath for 1.5 hours. The mixture is poured onto ice and made basic (pH 10) with 10 N NaOH. The precipitated solid is removed by filtration and recrystallized from methylene chloride-hexane t... Reaction SMILES: P(Cl)(Cl)(Cl)=O.[F:6][C:7]([F:24])([F:23])[C:8]1[CH:13]=[CH:12][CH:11]=[C:10]([C:14]2[N:19]3[N:20]=[CH:21][CH:22]=[C:18]3[N:17]=[CH:16][CH:15]=2)[CH:9]=1.[OH-].[Na+].CN(C)[CH:29]=[O:30]>>[F:24][C:7]([F:23])([F:6])[C:8]1[CH:13]=[CH:12][CH:11]=[C:10]([C:14]2[N:19]3[N:20]=[CH:21][C:22]([CH:29]=[O:30])=[C:18]3[N:17]=[CH:16][CH:15]=2)[CH:9]=1 |f:2.3|. Reactants: P(=O)(Cl)(Cl)Cl (phosphorus oxychloride), [OH-].[Na+] (NaOH), CN(C=O)C (dimethylformamide), ice, FC(C1=CC(=CC=C1)C1=CC=NC=2N1N=CC2)(F)F (7-(α,α,α-trifluoro-m-tolyl)pyrazolo[1,5-a]pyrimidine). The reactants are CCOC(=O)CC1=NS(=O)(=O)c2c(COCOC)csc2N1, [Li+], C1CCOC1, [OH-], O, O. Product: COCOCc1csc2c1S(=O)(=O)N=C(CC(=O)O)N2. RXN SMILES: [CH2:1]([CH3:2])[O:3][C:4]([CH2:5][C:6]1=[N:7][S:8](=[O:20])(=[O:21])[c:9]2[c:10]([s:12][cH:13][c:14]2[CH2:15][O:16][CH2:17][O:18][CH3:19])[NH:11]1)=[O:22].[Li+:25].[O:26]1[CH2:27][CH2:28][CH2:29][CH2:30]1.[OH-:24].[OH2:23].[OH2:31]>>[O:3]=[C:4]([CH2:5][C:6]1=[N:7][S:8](=[O:20])(=[O:21])[c:9]2[c:10]([s:12][cH:13][c:14]2[CH2:15][O:16][CH2:17][O:18][CH3:19])[NH:11]1)[OH:22]. The reactants are ClCCCBr, CCOCCO, [Na], O=C1COc2cc(O)ccc2N1. The product is O=C1COc2cc(OCCCCl)ccc2N1. As a reaction SMILES: [Br:13][CH2:14][CH2:15][CH2:16][Cl:17].[CH2:19]([O:20][CH2:21][CH2:22][OH:23])[CH3:24].[Na:18].[OH:1][c:2]1[cH:3][c:4]2[c:5]([cH:11][cH:12]1)[NH:6][C:7](=[O:10])[CH2:8][O:9]2>>[O:1]([c:2]1[cH:3][c:4]2[c:5]([cH:11][cH:12]1)[NH:6][C:7](=[O:10])[CH2:8][O:9]2)[CH2:14][CH2:15][CH2:16][Cl:17]. Reactants: C(C)OC(=O)C=1C(C=2C=C3C(=NC2N(C1)C)C(=C(C(=C3)F)F)F)=O (3-ethoxycarbonyl-7,8,9-trifluoro-1-methyl-4-oxo-1,4-dihydrobenzo[b][1,8]naphthyridine), OCCOC1=CC=C(C=C1)C1NCCNC1 ((RS)-2-[4-(2-hydroxyethoxy)phenyl]piperazine). Product: C(C)OC(=O)C=1C(C=2C=C3C(=NC2N(C1)C)C(=C(C(=C3)F)N3CC(NCC3)C3=CC=C(C=C3)OCCO)F)=O ((RS)-3-Ethoxycarbonyl-7,9-difluoro-8-{3-[4-(2-hydroxyethoxy)phenyl]-1-piperazinyl}-1 -methyl-4-oxo-1,4-dihydrobenzo[b][1,8]naphthyridine), expected product. RXN SMILES: [CH2:1]([O:3][C:4]([C:6]1[C:7](=[O:24])[C:8]2[CH:9]=[C:10]3[CH:20]=[C:19]([F:21])[C:18](F)=[C:17]([F:23])[C:11]3=[N:12][C:13]=2[N:14]([CH3:16])[CH:15]=1)=[O:5])[CH3:2].[OH:25][CH2:26][CH2:27][O:28][C:29]1[CH:34]=[CH:33][C:32]([CH:35]2[CH2:40][NH:39][CH2:38][CH2:37][NH:36]2)=[CH:31][CH:30]=1>>[CH2:1]([O:3][C:4]([C:6]1[C:7](=[O:24])[C:8]2[CH:9]=[C:10]3[CH:20]=[C:19]([F:21])[C:18]([N:39]4[CH2:38][CH2:37][NH:36][CH:35]([C:32]5[CH:31]=[CH:30][C:29]([O:28][CH2:27][CH2:26][OH:25])=[CH:34][CH:33]=5)[CH2:40]4)=[C:17]([F:23])[C:11]3=[N:12][C:13]=2[N:14]([CH3:16])[CH:15]=1)=[O:5])[CH3:2]. Reported procedure: (RS)-3-Ethoxycarbonyl-7,9-difluoro-8-{3-[4-(2-hydroxyethoxy)phenyl]-1-piperazinyl}-1 -methyl-4-oxo-1,4-dihydrobenzo[b][1,8]naphthyridine was prepared under the conditions of Example 39, but starting with 3-ethoxycarbonyl-7,8,9-trifluoro-1-methyl-4-oxo-1,4-dihydrobenzo[b][1,8]naphthyridine (1.9 g) and (RS)-2-[4-(2-hydroxyethoxy)phenyl]piperazine (1.6 g). The expected product (2.2 g) is obtained in the form of a yellow solid, m.p. 183° C. Reactants: C(C)(=O)O (acetic acid), NC=1SC=C(N1)CC(=O)NC1[C@@H]2N(C(=CCS2)C(=O)OCC2=CC=C(C=C2)[N+](=O)[O-])C1=O (4-nitrobenzyl 7-[2-(2-amino-4-thiazolyl)acetamido]-3-cephem-4-carboxylate), [H][H] (Hydrogen). Reagents/catalysts: [Pd] (palladium-on-carbon). Run in CO (methanol), CO (methanol), O1CCCC1 (tetrahydrofuran). Run at time 8.5 hour. The product is NC=1SC=C(N1)CC(=O)NC1[C@@H]2N(C(=CCS2)C(=O)O)C1=O (7-[2-(2-amino-4-thiazolyl)acetamido]-3-cephem-4-carboxylic acid). Yield: 18.5%. RXN SMILES: [NH2:1][C:2]1[S:3][CH:4]=[C:5]([CH2:7][C:8]([NH:10][CH:11]2[C:31](=[O:32])[N:13]3[C:14]([C:18]([O:20]CC4C=CC([N+]([O-])=O)=CC=4)=[O:19])=[CH:15][CH2:16][S:17][C@H:12]23)=[O:9])[N:6]=1.C(O)(=O)C.[H][H]>CO.O1CCCC1.[Pd]>[NH2:1][C:2]1[S:3][CH:4]=[C:5]([CH2:7][C:8]([NH:10][CH:11]2[C:31](=[O:32])[N:13]3[C:14]([C:18]([OH:20])=[O:19])=[CH:15][CH2:16][S:17][C@H:12]23)=[O:9])[N:6]=1. Procedure: A solution of 4-nitrobenzyl 7-[2-(2-amino-4-thiazolyl)acetamido]-3-cephem-4-carboxylate (1.4 g) in a mixture of methanol (25 ml) and tetrahydrofuran (60 ml) was added to a mixture of 10% palladium-on-carbon (1.7 g), glacial acetic acid (7 ml) and methanol (20 ml) in an atmosphere of nitrogen. Hydrogen gas was introduced into the mixture and shaken for 8.5 hours at room temperature. After removing the insoluble substance by filtration, the filtrate was concentrated under reduced pressure. The res...